From a dataset of the Open Reaction Database (ORD), a public repository of structured organic reaction records. describe an organic reaction: reactants, conditions, products, and yield The reactants are CCO, CCOC(=O)c1ncn2c1CN(C)C(=O)c1ncccc1-2, Cl, [Na+], [OH-], O. The product is CN1Cc2c(C(=O)O)ncn2-c2cccnc2C1=O. As a reaction SMILES: [CH2:26]([OH:27])[CH3:28].[CH3:1][N:2]1[CH2:3][c:4]2[n:5]([cH:14][n:15][c:16]2[C:17](=[O:18])[O:19][CH2:20][CH3:21])-[c:6]2[c:7]([n:10][cH:11][cH:12][cH:13]2)[C:8]1=[O:9].[ClH:25].[Na+:23].[OH-:22].[OH2:24]>>[CH3:1][N:2]1[CH2:3][c:4]2[n:5]([cH:14][n:15][c:16]2[C:17](=[O:18])[OH:19])-[c:6]2[c:7]([n:10][cH:11][cH:12][cH:13]2)[C:8]1=[O:9]. The reactants are [N+](=O)([O-])C=1C=C(C=CC1)C1=CC(=CC=C1)C(=O)OC (methyl 3′-nitrobiphenyl-3-carboxylate), C(C)(=O)O (acetic acid). The reagents and catalysts are [Fe] (Iron). Solvent: C(C)O (ethanol), O (water). The product is NC=1C=C(C=CC1)C1=CC(=CC=C1)C(=O)OC (Methyl 3′-aminobiphenyl-3-carboxylate). Yield: 67.2%. RXN SMILES: [N+:1]([C:4]1[CH:5]=[C:6]([C:10]2[CH:15]=[CH:14][CH:13]=[C:12]([C:16]([O:18][CH3:19])=[O:17])[CH:11]=2)[CH:7]=[CH:8][CH:9]=1)([O-])=O.C(O)(=O)C>C(O)C.O.[Fe]>[NH2:1][C:4]1[CH:5]=[C:6]([C:10]2[CH:15]=[CH:14][CH:13]=[C:12]([C:16]([O:18][CH3:19])=[O:17])[CH:11]=2)[CH:7]=[CH:8][CH:9]=1. Procedure details: Iron (35 g, 625.00 mmol, 5.02 equiv.) was added to a solution of methyl 3′-nitrobiphenyl-3-carboxylate (32 g, 124.40 mmol, 1.00 equiv.) in ethanol (300 mL) and water (50 mL). At about 50° C., acetic acid (38 g, 633.33 mmol, 5.09 equiv.) was added dropwise to the stirred solution. The solution was heated at reflux for about 60 minutes. After filtering the solution, the filtrate was concentrated in vacuo, and then water (250 mL) and ethyl acetate (250 mL) was added. The organic phase was separated... Reactants: O1CCOC=2C=NC(=CC21)CNC2CCN(CC2)CCN2C(C=NC1=CC=C(C=C21)F)=O (1-(2-(4-((2,3-dihydro-1,4-dioxino[2,3-c]pyridin-7-yl)methylamino)piperidin-1-yl)ethyl)-7-fluoroquinoxalin-2(1H)-one), Cl.C(C)(=O)OCC (hydrogen chloride ethyl acetate). The solvent is C(Cl)(Cl)Cl (chloroform). Reaction conditions: time 10 minute. Yields the product Cl.O1CCOC=2C=NC(=CC21)CNC2CCN(CC2)CCN2C(C=NC1=CC=C(C=C21)F)=O (1-(2-(4-((2,3-dihydro-1,4-dioxino[2,3-c]pyridin-7-yl)methylamino)piperidin-1-yl)ethyl)-7-fluoroquinoxalin-2(1H)-one hydrochloride). RXN SMILES: [O:1]1[C:10]2[CH:9]=[C:8]([CH2:11][NH:12][CH:13]3[CH2:18][CH2:17][N:16]([CH2:19][CH2:20][N:21]4[C:30]5[C:25](=[CH:26][CH:27]=[C:28]([F:31])[CH:29]=5)[N:24]=[CH:23][C:22]4=[O:32])[CH2:15][CH2:14]3)[N:7]=[CH:6][C:5]=2[O:4][CH2:3][CH2:2]1.[ClH:33].C(OCC)(=O)C>C(Cl)(Cl)Cl>[ClH:33].[O:1]1[C:10]2[CH:9]=[C:8]([CH2:11][NH:12][CH:13]3[CH2:18][CH2:17][N:16]([CH2:19][CH2:20][N:21]4[C:30]5[C:25](=[CH:26][CH:27]=[C:28]([F:31])[CH:29]=5)[N:24]=[CH:23][C:22]4=[O:32])[CH2:15][CH2:14]3)[N:7]=[CH:6][C:5]=2[O:4][CH2:3][CH2:2]1 |f:1.2,4.5|. Procedure: To 10 mL of a chloroform solution containing 281 mg of 1-(2-(4-((2,3-dihydro-1,4-dioxino[2,3-c]pyridin-7-yl)methylamino)piperidin-1-yl)ethyl)-7-fluoroquinoxalin-2(1H)-one, 1 mL of 4 mol/L hydrogen chloride/ethyl acetate was added, and stirred at room temperature for 10 min. The solvent was removed under reduced pressure, ethyl acetate was added, and the resulting solid was filtered to give 311 mg of 1-(2-(4-((2,3-dihydro-1,4-dioxino[2,3-c]pyridin-7-yl)methylamino)piperidin-1-yl)ethyl)-7-fluoroqu...